Dataset: the Open Reaction Database (ORD), a public repository of structured organic reaction records. Task: describe an organic reaction: reactants, conditions, products, and yield Starting materials: CC(=O)OC(C)=O, Cc1nc2oc3c(c2c(=O)[nH]1)CCCC3, CCCCCC, ClC(Cl)Cl, O=P(Cl)(Cl)Cl. The product is Cc1nc(Cl)c2c3c(oc2n1)CCCC3. As a reaction SMILES: [C:31]([O:32][C:33](=[O:34])[CH3:35])(=[O:36])[CH3:37].[CH3:1][c:2]1[nH:3][c:4](=[O:15])[c:5]2[c:6]([n:7]1)[o:8][c:9]1[c:10]2[CH2:11][CH2:12][CH2:13][CH2:14]1.[CH3:25][CH2:26][CH2:27][CH2:28][CH2:29][CH3:30].[Cl:21][CH:22]([Cl:23])[Cl:24].[P:16]([Cl:17])([Cl:18])([Cl:19])=[O:20]>>[CH3:1][c:2]1[n:3][c:4]([Cl:18])[c:5]2[c:6]([n:7]1)[o:8][c:9]1[c:10]2[CH2:11][CH2:12][CH2:13][CH2:14]1.